Dataset: the Open Reaction Database (ORD), a public repository of structured organic reaction records. Task: describe an organic reaction: reactants, conditions, products, and yield The reactants are F[B-](F)(F)F, CC(C)(C)OC(=O)N1CCn2c(Br)nc(C(=O)O)c2C1, CNC(=O)C(N)CC(C)C, CCN(C(C)C)C(C)C, CN(C)C=O, CN(C)C(On1nnc2ccccc21)=[N+](C)C. Yields the product CNC(=O)C(CC(C)C)NC(=O)c1nc(Br)n2c1CN(C(=O)OC(C)(C)C)CC2. As a reaction SMILES: [B-:40]([F:41])([F:42])([F:43])[F:44].[Br:1][c:2]1[n:3][c:4]([C:18](=[O:19])[OH:20])[c:5]2[n:6]1[CH2:7][CH2:8][N:9]([C:11](=[O:12])[O:13][C:14]([CH3:15])([CH3:16])[CH3:17])[CH2:10]2.[CH3:21][NH:22][C:23]([CH:24]([NH2:25])[CH2:26][CH:27]([CH3:28])[CH3:29])=[O:30].[CH:31]([N:32]([CH2:33][CH3:34])[CH:35]([CH3:36])[CH3:37])([CH3:38])[CH3:39].[O:62]=[CH:63][N:64]([CH3:65])[CH3:66].[n:45]1([O:46][C:47]([N:48]([CH3:49])[CH3:50])=[N+:51]([CH3:52])[CH3:53])[c:54]2[cH:55][cH:56][cH:57][cH:58][c:59]2[n:60][n:61]1>>[Br:1][c:2]1[n:3][c:4]([C:18](=[O:20])[NH:25][CH:24]([C:23]([NH:22][CH3:21])=[O:30])[CH2:26][CH:27]([CH3:28])[CH3:29])[c:5]2[n:6]1[CH2:7][CH2:8][N:9]([C:11](=[O:12])[O:13][C:14]([CH3:15])([CH3:16])[CH3:17])[CH2:10]2. The reactants are Cc1ccccc1, O=C1NC(=O)C2(c3ccc(Cl)c(Cl)c3)CC12. Product: O=C1NCC2CC12c1ccc(Cl)c(Cl)c1. RXN SMILES: [CH3:17][c:18]1[cH:19][cH:20][cH:21][cH:22][cH:23]1.[Cl:1][c:2]1[cH:3][c:4]([C:9]23[C:10](=[O:16])[NH:11][C:12](=[O:15])[CH:13]2[CH2:14]3)[cH:5][cH:6][c:7]1[Cl:8]>>[Cl:1][c:2]1[cH:3][c:4]([C:9]23[C:10](=[O:16])[NH:11][CH2:12][CH:13]2[CH2:14]3)[cH:5][cH:6][c:7]1[Cl:8]. The reactants are SO2Cl2, C(C1=CC=CC=C1)(=O)NC1=NC(N([C@H]2C[C@H](O)[C@@H](CO[Si](C)(C)C(C)(C)C)O2)C=C1)=O (N4-benzoyl-5′-O-tert-butyldimethylsilyl-2′-deoxycytidine), [N-]=[N+]=[N-].[Na+] (NaN3), C(C1=CC=CC=C1)(=O)NC1=NC(N([C@H]2C[C@H](OCSC)[C@@H](CO[Si](C)(C)C(C)(C)C)O2)C=C1)=O (N4-Benzoyl-3′-O-(methylthiomethyl)-5′-O-(tert-butyldimethylsilyl)-2′-deoxycytidine), ice, [NH4+].[F-] (NH4F). Run in C(Cl)Cl (CH2Cl2). Run at time 2 hour. The product is C(C1=CC=CC=C1)(=O)NC1=NC(N([C@H]2C[C@H](OCN=[N+]=[N-])[C@@H](CO)O2)C=C1)=O (N4-Benzoyl-3′-O-(azidomethyl)-2′-deoxycytidine). The yield is 50.0%. Reaction SMILES: [C:1]([NH:9][C:10]1[CH:33]=[CH:32][N:13]([C@@H:14]2[O:31][C@H:21]([CH2:22][O:23][Si](C(C)(C)C)(C)C)[C@@H:16]([O:17][CH2:18]SC)[CH2:15]2)[C:12](=[O:34])[N:11]=1)(=[O:8])[C:2]1[CH:7]=[CH:6][CH:5]=[CH:4][CH:3]=1.C(NC1C=CN([C@@H]2O[C@H](CO[Si](C(C)(C)C)(C)C)[C@@H](O)C2)C(=O)N=1)(=O)C1C=CC=CC=1.[N-:66]=[N+:67]=[N-:68].[Na+].[NH4+].[F-]>C(Cl)Cl>[C:1]([NH:9][C:10]1[CH:33]=[CH:32][N:13]([C@@H:14]2[O:31][C@H:21]([CH2:22][OH:23])[C@@H:16]([O:17][CH2:18][N:66]=[N+:67]=[N-:68])[CH2:15]2)[C:12](=[O:34])[N:11]=1)(=[O:8])[C:2]1[CH:3]=[CH:4][CH:5]=[CH:6][CH:7]=1 |f:2.3,4.5|. Reported procedure: To 0.5580 g N4-benzoyl-3′-O-(methylthiomethyl)-5′-O-(tert-butyldimethylsilyl)-2′-deoxycytidine (6c) (1.04 mmol) dissolved in 8 mL dry CH2Cl2 were added 0.56 mL cyclohaxene and 220 μL SO2Cl2 (2.7 mmol) at 0° C. and stirred at the ice-cold temperature for 1 h. During this time, the starting material converted to the chlorinated product as shown by the 3′-OH (5c) compound in the TLC. The volatiles were then removed under vacuum and resuspended in dry DMF (5 mL) and treated with NaN3 (400 mg, 6.6 mm... The reactants are C(C=C)C=1C=C2C(=CC(OC2=C(C1O)OC)=O)C (6-allyl-7-hydroxy-8-methoxy-4-methylcoumarin). Run in S(O)(O)(=O)=O (sulfuric acid), ice water. Conditions: time 10 minute. Product: CC1CC=2C(=C(C3=C(C(=CC(O3)=O)C)C2)OC)O1 (2,5-dimethyl-9-methoxy-2,3-dihydro-7H-furo[3,2-g][1]-benzopyran-7-one). RXN SMILES: [CH2:1]([C:4]1[CH:5]=[C:6]2[C:11](=[C:12]([O:15][CH3:16])[C:13]=1[OH:14])[O:10][C:9](=[O:17])[CH:8]=[C:7]2[CH3:18])[CH:2]=[CH2:3]>S(=O)(=O)(O)O>[CH3:3][CH:2]1[O:14][C:13]2=[C:12]([O:15][CH3:16])[C:11]3[O:10][C:9](=[O:17])[CH:8]=[C:7]([CH3:18])[C:6]=3[CH:5]=[C:4]2[CH2:1]1. Reported procedure: A sample of 15.0 g (0.0612 mol) of 6-allyl-7-hydroxy-8-methoxy-4-methylcoumarin was treated with 30 ml of conc. sulfuric acid at 25°. After 10 min, the dark mixture was diluted with 400 ml of ice water and extracted three times with methylene chloride/methanol, 4:1. The organic phases were dried and evaporated; the residue was filtered through 250 g silica, diluting with ethyl acetate/benzene, 1:4 to afford pure 2,5-dimethyl-9-methoxy-2,3-dihydro-7H-furo[3,2-g][1]-benzopyran-7-one, m.p. 113°-115... Starting materials: CC(C)(C)OC(=O)NCc1ccc(N2CC(C(=O)N3CCN(CC(=O)OCc4ccccc4)CC3)OC2=O)cc1, CCOC(C)=O, Cl. Reaction SMILES: [C:1]([O:2][C:3](=[O:4])[NH:8][CH2:9][c:10]1[cH:11][cH:12][c:13]([N:16]2[C:17](=[O:40])[O:18][CH:19]([C:21](=[O:22])[N:23]3[CH2:24][CH2:25][N:26]([CH2:29][C:30](=[O:31])[O:32][CH2:33][c:34]4[cH:35][cH:36][cH:37][cH:38][cH:39]4)[CH2:27][CH2:28]3)[CH2:20]2)[cH:14][cH:15]1)([CH3:5])([CH3:6])[CH3:7].[CH3:42][CH2:43][O:44][C:45](=[O:46])[CH3:47].[ClH:41]>>[NH2:8][CH2:9][c:10]1[cH:11][cH:12][c:13]([N:16]2[C:17](=[O:40])[O:18][CH:19]([C:21](=[O:22])[N:23]3[CH2:24][CH2:25][N:26]([CH2:29][C:30](=[O:31])[O:32][CH2:33][c:34]4[cH:35][cH:36][cH:37][cH:38][cH:39]4)[CH2:27][CH2:28]3)[CH2:20]2)[cH:14][cH:15]1. Yields the product NCc1ccc(N2CC(C(=O)N3CCN(CC(=O)OCc4ccccc4)CC3)OC2=O)cc1. Starting materials: ClC=1N=NC(=CC1C(C)(COS(=O)(=O)C1=CC=C(C=C1)C)C)C (3-chloro-4-(1-methyl-1-p-toluenesulfonyloxymethylethyl)-6-methylpyridazine), [Br-].[Li+] (lithium bromide). The solvent is CS(=O)C (dimethylsulfoxide). Product: BrCC(C)(C)C1=C(N=NC(=C1)C)Cl (4-(1-bromomethyl-1-methylethyl)-3-chloro-6-methylpyridazine). Reaction SMILES: [Cl:1][C:2]1[N:3]=[N:4][C:5]([CH3:23])=[CH:6][C:7]=1[C:8]([CH3:22])([CH2:10]OS(C1C=CC(C)=CC=1)(=O)=O)[CH3:9].[Br-:24].[Li+]>CS(C)=O>[Br:24][CH2:10][C:8]([C:7]1[CH:6]=[C:5]([CH3:23])[N:4]=[N:3][C:2]=1[Cl:1])([CH3:22])[CH3:9] |f:1.2|. Procedure details: A 0.6 g. portion of 3-chloro-4-(1-methyl-1-p-toluenesulfonyloxymethylethyl)-6-methylpyridazine was dissolved in 10 ml. of dimethylsulfoxide and was reacted with 0.3 g. of lithium bromide at 110°, as described in examples above, to obtain 200 mg. of the desired product, a light yellow oil, the identity of which was confirmed by mass spectroscopy. A molecular ion of weight 262 was observed, as was the ion of weight 169 which resulted from loss of the bromomethyl group from the compound.